This data is from the Open Reaction Database (ORD), a public repository of structured organic reaction records. The task is: describe an organic reaction: reactants, conditions, products, and yield The reactants are C(C1=CC=CC=C1)OC(=O)NC=1C=C2C[C@H](N(C2=CC1)C(=O)OCC1=CC=CC=C1)C (benzyl (2R)-5-{[(benzyloxy)carbonyl]amino}-2-methyl-2,3-dihydro-1H-indole-1-carboxylate), [H][H] (hydrogen). Reagents/catalysts: [Pd] (palladium-on-carbon). The solvent is C1CCOC1.CO (THF MeOH). Yields the product C[C@H]1NC2=CC=C(C=C2C1)N ((2R)-2,3-dihydro-2-methyl-1H-indol-5-amine). As a reaction SMILES: C(OC([NH:11][C:12]1[CH:13]=[C:14]2[C:18](=[CH:19][CH:20]=1)[N:17](C(OCC1C=CC=CC=1)=O)[C@H:16]([CH3:31])[CH2:15]2)=O)C1C=CC=CC=1.[H][H]>C1COCC1.CO.[Pd]>[CH3:31][C@@H:16]1[CH2:15][C:14]2[C:18](=[CH:19][CH:20]=[C:12]([NH2:11])[CH:13]=2)[NH:17]1 |f:2.3|. Reported procedure: A mixture of benzyl (2R)-5-{[(benzyloxy)carbonyl]amino}-2-methyl-2,3-dihydro-1H-indole-1-carboxylate (PCT/US00/08224; WO00/73301, 3.36 g, 8.07 mmol) and 10% palladium-on-carbon (108 mg) in THF/MeOH (1:1, 60 mL) is shaken on a Parr apparatus under a 36 psi hydrogen atmosphere overnight. The catalyst is removed by filtration through a pad of Celite, and the filtrate is concentrated under reduced pressure. Purification by chromatography on a Biotage Flash 40M 90 g silica gel cartridge (1–2% MeOH/CH... Reactants: COC([C@@H](NC(=O)OC(C)(C)C)CC1=CN(C=N1)C(=O)OC(C)(C)C)=O (N,1-bis-BOC-histidine methyl ester), CS(=O)(=O)OS(=O)(=O)C (methanesulfonic anhydride), CC=1C=C(CO)C=CC1OC (3-methyl-4-methoxybenzyl alcohol), C(C)(C)N(CC)C(C)C (diisopropylethylamine), P(=O)([O-])([O-])[O-].[K+].[K+].[K+] (potassium phosphate). Run in ClCCl (dichloromethane), ClCCl (dichloromethane), ClCCl (dichloromethane). Conditions: temperature -25 celsius, time 24 hour. The product is COC([C@@H](NC(=O)OC(C)(C)C)CC1=CN=CN1CC1=CC(=C(C=C1)OC)C)=O (3-(3-methyl-4-methoxyphenyl)methyl-N-BOC-histidine methyl ester). Reaction SMILES: CS(OS(C)(=O)=O)(=O)=O.[CH3:10][C:11]1[CH:12]=[C:13]([CH:16]=[CH:17][C:18]=1[O:19][CH3:20])[CH2:14]O.C(N(C(C)C)CC)(C)C.[CH3:30][O:31][C:32](=[O:55])[C@H:33]([CH2:42][C:43]1[N:47]=[CH:46][N:45](C(OC(C)(C)C)=O)[CH:44]=1)[NH:34][C:35]([O:37][C:38]([CH3:41])([CH3:40])[CH3:39])=[O:36].P([O-])([O-])([O-])=O.[K+].[K+].[K+]>ClCCl>[CH3:30][O:31][C:32](=[O:55])[C@H:33]([CH2:42][C:43]1[N:47]([CH2:14][C:13]2[CH:16]=[CH:17][C:18]([O:19][CH3:20])=[C:11]([CH3:10])[CH:12]=2)[CH:46]=[N:45][CH:44]=1)[NH:34][C:35]([O:37][C:38]([CH3:41])([CH3:39])[CH3:40])=[O:36] |f:4.5.6.7|. Procedure: A solution of 10.8 g methanesulfonic anhydride in 120 mL dichloromethane is chilled to -50° C. and treated dropwise with a solution of 9.4 g 3-methyl-4-methoxybenzyl alcohol, 10.8 mL diisopropylethylamine and 80 mL dichloromethane. The resulting solution is warmed to -25° C. over 30 min and treated dropwise with 20.0 g N,1-bis-BOC-histidine methyl ester dissolved in 125 mL dichloromethane. The mixture is then allowed to warm to 25° C. over 4 hr, stirring at this temperature 24 hr. The reaction m... Starting materials: O=S(=O)(Cl)C1CC1, Cl, Cl, C[Si](C)(C)CCOCn1ccc2nc(NC(=O)NC3CCCNC3)cnc21. Yields the product C[Si](C)(C)CCOCn1ccc2nc(NC(=O)NC3CCCN(S(=O)(=O)C4CC4)C3)cnc21. RXN SMILES: [CH:30]1([S:33](=[O:34])(=[O:35])[Cl:36])[CH2:31][CH2:32]1.[ClH:1].[ClH:2].[NH:3]1[CH2:4][CH:5]([NH:9][C:10](=[O:11])[NH:12][c:13]2[n:14][c:15]3[c:16]([n:17][cH:18]2)[n:19]([CH2:22][O:23][CH2:24][CH2:25][Si:26]([CH3:27])([CH3:28])[CH3:29])[cH:20][cH:21]3)[CH2:6][CH2:7][CH2:8]1>>[N:3]1([S:33]([CH:30]2[CH2:31][CH2:32]2)(=[O:34])=[O:35])[CH2:4][CH:5]([NH:9][C:10](=[O:11])[NH:12][c:13]2[n:14][c:15]3[c:16]([n:17][cH:18]2)[n:19]([CH2:22][O:23][CH2:24][CH2:25][Si:26]([CH3:27])([CH3:28])[CH3:29])[cH:20][cH:21]3)[CH2:6][CH2:7][CH2:8]1. Starting materials: ClC=1C=NC=C(C1CO)CC ((3-chloro-5-ethylpyridin-4-yl)methanol), BrP(Br)Br (tribromophosphane). The solvent is C(Cl)(Cl)Cl (chloroform). Reaction conditions: time 8 hour. Product: BrCC1=C(C=NC=C1CC)Cl (4-(bromomethyl)-3-chloro-5-ethylpyridine). As a reaction SMILES: [Cl:1][C:2]1[CH:3]=[N:4][CH:5]=[C:6]([CH2:10][CH3:11])[C:7]=1[CH2:8]O.[Br:12]P(Br)Br>C(Cl)(Cl)Cl>[Br:12][CH2:8][C:7]1[C:6]([CH2:10][CH3:11])=[CH:5][N:4]=[CH:3][C:2]=1[Cl:1]. Reported procedure: To a solution of (3-chloro-5-ethylpyridin-4-yl)methanol (1.83 g, 10.66 mmol) in anhydrous chloroform (40 mL) was added dropwise tribromophosphane (2.91 g, 1.01 mL, 10.75 mmol) at 0° C. The reaction mixture was allowed to stir overnight at room temperature. The solvent was evaporated to provide crude 4-(bromomethyl)-3-chloro-5-ethylpyridine, which was used in the next step without further purification. Starting materials: COC(C=C)=O (acrylic acid methyl ester), NCC1COC2=C(O1)C=CC=C2 (2-aminomethylbenzo-1,4-dioxan). Run in CO (methanol). Reaction conditions: time 16 hour. Product: COC(=O)CCN(CC1COC2=C(O1)C=CC=C2)CCC(=O)OC (N,N-bis(2-methoxycarbonylethyl)-N-(benzo-1,4-dioxan-2-ylmethyl)-amine). The yield is 95.0%. Reaction SMILES: [CH3:1][O:2][C:3](=[O:6])[CH:4]=[CH2:5].[NH2:7][CH2:8][CH:9]1[O:14][C:13]2[CH:15]=[CH:16][CH:17]=[CH:18][C:12]=2[O:11][CH2:10]1>CO>[CH3:1][O:2][C:3]([CH2:4][CH2:5][N:7]([CH2:5][CH2:4][C:3]([O:2][CH3:1])=[O:6])[CH2:8][CH:9]1[O:14][C:13]2[CH:15]=[CH:16][CH:17]=[CH:18][C:12]=2[O:11][CH2:10]1)=[O:6]. Procedure details: 7.57 g (88 mmol) of acrylic acid methyl ester are added to a solution of 6.61 g (40 mmol) of 2-aminomethylbenzo-1,4-dioxan [J. Augustin et al., J. Med. Chem. 8, 446 (1965)] in 80 ml of methanol and the whole is stirred for 16 hours at 50°. After cooling, the reaction mixture is concentrated by evaporation in vacuo. 12.82 g (95%) of N,N-bis(2-methoxycarbonylethyl)-N-(benzo-1,4-dioxan-2-ylmethyl)-amine are obtained in the form of a reddish oil. The reactants are O=C1CCC(=O)N1Br, O=C(OOC(=O)c1ccccc1)c1ccccc1, ClC(Cl)(Cl)Cl, Cc1ccc(C#N)cc1[N+](=O)[O-], ClCCl. Yields the product N#Cc1ccc(CBr)c([N+](=O)[O-])c1. As a reaction SMILES: [Br:13][N:14]1[C:15](=[O:16])[CH2:17][CH2:18][C:19]1=[O:20].[C:21]([O:22][O:23][C:24](=[O:25])[c:26]1[cH:27][cH:28][cH:29][cH:30][cH:31]1)(=[O:32])[c:33]1[cH:34][cH:35][cH:36][cH:37][cH:38]1.[C:39]([Cl:40])([Cl:41])([Cl:42])[Cl:43].[CH3:1][c:2]1[c:3]([N+:10](=[O:11])[O-:12])[cH:4][c:5]([C:6]#[N:7])[cH:8][cH:9]1.[Cl:44][CH2:45][Cl:46]>>[CH2:1]([c:2]1[c:3]([N+:10](=[O:11])[O-:12])[cH:4][c:5]([C:6]#[N:7])[cH:8][cH:9]1)[Br:13]. Starting materials: C(C)OC(=O)C1(CCN(CC1)C(=O)OC(C)(C)C)CCCNC=1C(=NC(=CC1)N1C[C@@H](CC1)N1[C@H](CCC1)C)C (4-{3-[2-methyl-6-((2S,3′R)-2-methyl-[1,3′]bipyrrolidinyl-1′-yl)-pyridin-3-ylamino]-propyl}-piperidine-1,4-dicarboxylic acid 1-tert-butyl ester 4-ethyl ester). The solvent is CO.C(Cl)Cl (MeOH CH2Cl2). Product: C(C)(C)(C)OC(=O)N1CCC2(CCCN(C2=O)C=2C(=NC(=CC2)N2C[C@@H](CC2)N2[C@H](CCC2)C)C)CC1 (2-[2-Methyl-6-((2S,3′R)-2-methyl-[1,3′]bipyrrolidinyl-1′-yl)-pyridin-3-yl]-1-oxo-2,9-diaza-spiro[5.5]undecane-9-carboxylic acid tert-butyl ester), N (NH3). Yield: 5.0%. Reaction SMILES: C([O:3][C:4]([C:6]1([CH2:19][CH2:20][CH2:21][NH:22][C:23]2[C:24]([CH3:40])=[N:25][C:26]([N:29]3[CH2:33][CH2:32][C@@H:31]([N:34]4[CH2:38][CH2:37][CH2:36][C@@H:35]4[CH3:39])[CH2:30]3)=[CH:27][CH:28]=2)[CH2:11][CH2:10][N:9]([C:12]([O:14][C:15]([CH3:18])([CH3:17])[CH3:16])=[O:13])[CH2:8][CH2:7]1)=O)C>CO.C(Cl)Cl>[C:15]([O:14][C:12]([N:9]1[CH2:8][CH2:7][C:6]2([C:4](=[O:3])[N:22]([C:23]3[C:24]([CH3:40])=[N:25][C:26]([N:29]4[CH2:33][CH2:32][C@@H:31]([N:34]5[CH2:38][CH2:37][CH2:36][C@@H:35]5[CH3:39])[CH2:30]4)=[CH:27][CH:28]=3)[CH2:21][CH2:20][CH2:19]2)[CH2:11][CH2:10]1)=[O:13])([CH3:17])([CH3:16])[CH3:18].[NH3:9] |f:1.2|. Procedure details: The title compound was synthesized in essentially the same manner using the procedures as set forth in Step 2 of Example 1, by cyclizing 4-{3-[2-methyl-6-((2S,3′R)-2-methyl-[1,3′]bipyrrolidinyl-1′-yl)-pyridin-3-ylamino]-propyl}-piperidine-1,4-dicarboxylic acid 1-tert-butyl ester 4-ethyl ester (113 mg, 0.20 mmol) to obtain 20 mg (20% yield over two steps) of the title compound after flash column chromatography (5% 7N NH3 in MeOH/CH2Cl2). Starting materials: OCC1=CC2=C(NC3=C(CC2)C=CC=C3)C=C1 (2-Hydroxymethyl-10,11-dihydro-5H-dibenz[b,f]azepine), N1C=NC=C1 (imidazole), [Si](C)(C)(C(C)(C)C)Cl (tert-butyldimethylsilyl chloride). Solvent: CN(C)C=O (DMF). Reaction conditions: time 8 hour. Yields the product [Si](C)(C)(C(C)(C)C)OCC1=CC2=C(NC3=C(CC2)C=CC=C3)C=C1 (2-(tert-Butyldimethylsilyloxymethyl)-10,11-dihydro-5H-dibenz[b,f]azepine). The yield is 88.9%. RXN SMILES: [OH:1][CH2:2][C:3]1[CH:17]=[CH:16][C:6]2[NH:7][C:8]3[CH:15]=[CH:14][CH:13]=[CH:12][C:9]=3[CH2:10][CH2:11][C:5]=2[CH:4]=1.N1C=CN=C1.[Si:23](Cl)([C:26]([CH3:29])([CH3:28])[CH3:27])([CH3:25])[CH3:24]>CN(C=O)C>[Si:23]([O:1][CH2:2][C:3]1[CH:17]=[CH:16][C:6]2[NH:7][C:8]3[CH:15]=[CH:14][CH:13]=[CH:12][C:9]=3[CH2:10][CH2:11][C:5]=2[CH:4]=1)([C:26]([CH3:29])([CH3:28])[CH3:27])([CH3:25])[CH3:24]. Procedure: A mixture of 1.0 g of Compound 31-2a, 1.5 g of imidazole, 1.5 g of tert-butyldimethylsilyl chloride and 30 ml of DMF was stirred overnight at room temperature, followed by addition of ice chips and further stirring. After the solvent was distilled off under reduced pressure, the residue was diluted with ethyl acetate, washed with a saturated aqueous solution of sodium bicarbonate and a saturated aqueous solution of sodium chloride, and then dried over anhydrous magnesium sulfate. The solvent was... The reactants are CCOC(=O)c1nc(-c2c(F)cccc2F)n(C)c(=O)c1O, CSc1ccccc1CN. Product: CSc1ccccc1CNC(=O)c1nc(-c2c(F)cccc2F)n(C)c(=O)c1O. As a reaction SMILES: [CH2:1]([O:2][C:4](=[O:5])[c:6]1[n:7][c:8](-[c:15]2[c:16]([F:22])[cH:17][cH:18][cH:19][c:20]2[F:21])[n:9]([CH3:14])[c:10](=[O:13])[c:11]1[OH:12])[CH3:3].[CH3:23][S:24][c:25]1[c:26]([CH2:27][NH2:28])[cH:29][cH:30][cH:31][cH:32]1>>[C:4](=[O:5])([c:6]1[n:7][c:8](-[c:15]2[c:16]([F:22])[cH:17][cH:18][cH:19][c:20]2[F:21])[n:9]([CH3:14])[c:10](=[O:13])[c:11]1[OH:12])[NH:28][CH2:27][c:26]1[c:25]([S:24][CH3:23])[cH:32][cH:31][cH:30][cH:29]1.